From a dataset of the Open Reaction Database (ORD), a public repository of structured organic reaction records. describe an organic reaction: reactants, conditions, products, and yield RXN SMILES: [CH2:1]([c:2]1[cH:3][cH:4][cH:5][cH:6][cH:7]1)[O:8][C:9](=[O:10])[NH:11][CH:12]([CH3:13])[C:14]1=[CH:15][CH:16]([CH2:27][c:28]2[cH:29][cH:30][cH:31][cH:32][cH:33]2)[C:17](=[O:26])[CH:18]([CH2:21][C:22](=[O:23])[O:24][CH3:25])[CH2:19][CH2:20]1.[ClH:36].[Na+:35].[O:37]1[CH2:38][CH2:39][O:40][CH2:41][CH2:42]1.[OH-:34]>>[CH2:1]([c:2]1[cH:3][cH:4][cH:5][cH:6][cH:7]1)[O:8][C:9](=[O:10])[NH:11][CH:12]([CH3:13])[C:14]1=[CH:15][CH:16]([CH2:27][c:28]2[cH:29][cH:30][cH:31][cH:32][cH:33]2)[C:17](=[O:26])[CH:18]([CH2:21][C:22](=[O:23])[OH:24])[CH2:19][CH2:20]1. The product is CC(NC(=O)OCc1ccccc1)C1=CC(Cc2ccccc2)C(=O)C(CC(=O)O)CC1. The reactants are COC(=O)CC1CCC(C(C)NC(=O)OCc2ccccc2)=CC(Cc2ccccc2)C1=O, Cl, [Na+], C1COCCO1, [OH-]. Reactants: N=1C=C(N2C1C=CC=C2)CSC2=NC1=C(N2)C=CC=C1 (2-[(imidazo[1,2-a]pyridin-3-ylmethyl)thio]-1H-benzimidazole), ClC1=CC(=CC=C1)C(=O)OO (m-chloroperbenzoic acid). The solvent is ClCCl (dichloromethane), ClCCl (dichloromethane). The product is N=1C=C(N2C1C=CC=C2)CS(=O)C2=NC1=C(N2)C=CC=C1 (2-[(imidazo[1,2-a]pyridin-3-ylmethyl)sulfinyl]-1H-benzimidazole). Yield: 21.9%. RXN SMILES: [N:1]1[CH:2]=[C:3]([CH2:10][S:11][C:12]2[NH:16][C:15]3[CH:17]=[CH:18][CH:19]=[CH:20][C:14]=3[N:13]=2)[N:4]2[CH:9]=[CH:8][CH:7]=[CH:6][C:5]=12.ClC1C=CC=C(C(OO)=[O:29])C=1>ClCCl>[N:1]1[CH:2]=[C:3]([CH2:10][S:11]([C:12]2[NH:16][C:15]3[CH:17]=[CH:18][CH:19]=[CH:20][C:14]=3[N:13]=2)=[O:29])[N:4]2[CH:9]=[CH:8][CH:7]=[CH:6][C:5]=12. Procedure details: A suspension of 150 mg (0.54 mmole) of 2-[(imidazo[1,2-a]pyridin-3-ylmethyl)thio]-1H-benzimidazole (see Example 1) in 4.0 ml of dichloromethane was cooled in an ice bath. A solution of 120 mg (0.59 mmole) of ca. 85% m-chloroperbenzoic acid in the minimum amount of dichloromethane needed to form a solution was then added dropwise with stirring. The reaction was quenched with a few drops of dimethylsulfide. The mixture was washed with saturated aqueous sodium bicarbonate. The organic phase was con...